Dataset: the Open Reaction Database (ORD), a public repository of structured organic reaction records. Task: describe an organic reaction: reactants, conditions, products, and yield Product: C(C1=CC=CC=C1)N1CC(C(C1)C)O (1-benzyl-4-methyl-3-pyrrolidinol). Run in C(C)O (ethanol), C(C)O (ethanol). Reaction conditions: temperature 0 celsius, time 4 hour. As a reaction SMILES: [CH2:1]([N:8]1[CH2:12][CH:11]([CH3:13])[C:10](=[O:14])[CH2:9]1)[C:2]1[CH:7]=[CH:6][CH:5]=[CH:4][CH:3]=1.[BH4-].[Na+]>C(O)C>[CH2:1]([N:8]1[CH2:12][CH:11]([CH3:13])[CH:10]([OH:14])[CH2:9]1)[C:2]1[CH:3]=[CH:4][CH:5]=[CH:6][CH:7]=1 |f:1.2|. Reactants: C(C1=CC=CC=C1)N1CC(C(C1)C)=O (1-benzyl-4-methylpyrrolidin-3-one), alcohol, [BH4-].[Na+] (sodium borohydride). Procedure details: A 15.58 g (82.3 mmol) sample of the ketone from step d was reduced to the alcohol by dissolving it in 32 mL of ethanol and adding the solution dropwise to a stirred suspension of sodium borohydride (3.11 g, 82.3 mmol) in 32 mL of ethanol at 0° C. The suspension was then stirred for 30 min at 0° C. and for 4 hours at room temperature. The solvent was then removed and the residue suspended in water. The product was extracted with methylene chloride and dried over anhydrous sodium sulfate, and the ...